From a dataset of the Open Reaction Database (ORD), a public repository of structured organic reaction records. describe an organic reaction: reactants, conditions, products, and yield Starting materials: CN(C)C=O, CCOC(=O)c1ccccc1C=O, [Cl-], Cl, [H-], [Na+], Cn1nc(-c2ccccc2)c(C[P+](c2ccccc2)(c2ccccc2)c2ccccc2)c1Cl. Yields the product CCOC(=O)c1ccccc1C=Cc1c(-c2ccccc2)nn(C)c1Cl. Reaction SMILES: [CH3:51][N:52]([CH3:53])[CH:54]=[O:55].[CH:37](=[O:38])[c:39]1[c:40]([C:41](=[O:42])[O:43][CH2:44][CH3:45])[cH:46][cH:47][cH:48][cH:49]1.[Cl-:1].[ClH:50].[H-:35].[Na+:36].[c:2]1(-[c:8]2[n:9][n:10]([CH3:34])[c:11]([Cl:33])[c:12]2[CH2:13][P+:14]([c:15]2[cH:16][cH:17][cH:18][cH:19][cH:20]2)([c:21]2[cH:22][cH:23][cH:24][cH:25][cH:26]2)[c:27]2[cH:28][cH:29][cH:30][cH:31][cH:32]2)[cH:3][cH:4][cH:5][cH:6][cH:7]1>>[c:2]1(-[c:8]2[n:9][n:10]([CH3:34])[c:11]([Cl:33])[c:12]2[CH:13]=[CH:37][c:39]2[c:40]([C:41](=[O:42])[O:43][CH2:44][CH3:45])[cH:46][cH:47][cH:48][cH:49]2)[cH:3][cH:4][cH:5][cH:6][cH:7]1.